Dataset: the Open Reaction Database (ORD), a public repository of structured organic reaction records. Task: describe an organic reaction: reactants, conditions, products, and yield The reactants are aqueous solution, [OH-].[K+] (potassium hydroxide), OC1=CC=C(C=C1)C1=CC=C(C=C1)OCCC(C(C(C(F)(F)F)(F)F)(F)F)(F)F (4-hydroxy-4'-[2-(perfluorobutyl)ethyloxy]biphenyl). Solvent: O1CCCC1 (tetrahydrofuran). The product is OCCCCCCCCOC1=CC=C(C=C1)C1=CC=C(C=C1)OCCC(C(C(C(F)(F)F)(F)F)(F)F)(F)F (4-(8-hydroxyoctyloxy)-4'-[2-(perfluorobutyl)ethyloxy]biphenyl). Yield: 67.2%. Reaction SMILES: [OH:1][C:2]1[CH:7]=[CH:6][C:5]([C:8]2[CH:13]=[CH:12][C:11]([O:14][CH2:15][CH2:16][C:17]([F:29])([F:28])[C:18]([F:27])([F:26])[C:19]([F:25])([F:24])[C:20]([F:23])([F:22])[F:21])=[CH:10][CH:9]=2)=[CH:4][CH:3]=1.[OH-:30].[K+]>O1CCCC1>[OH:30][CH2:6][CH2:7][CH2:2][CH2:3][CH2:4][CH2:5][CH2:8][CH2:9][O:1][C:2]1[CH:7]=[CH:6][C:5]([C:8]2[CH:9]=[CH:10][C:11]([O:14][CH2:15][CH2:16][C:17]([F:28])([F:29])[C:18]([F:26])([F:27])[C:19]([F:24])([F:25])[C:20]([F:21])([F:22])[F:23])=[CH:12][CH:13]=2)=[CH:4][CH:3]=1 |f:1.2|. Procedure: In a flask, 1.7 g of 4-hydroxy-4'-[2-(perfluorobutyl)ethyloxy]biphenyl and 10 ml of tetrahydrofuran were placed. To this solution, 3.9 ml of a 1N aqueous solution of potassium hydroxide was added and stirred for a while. After the solvent was distilled away under a reduced pressure, 15 ml of methanol and 0.85 g of 8-bromooctanol were added to the solution and stirred under reflux for 12 hours. Next, the reaction solution was poured into water, and an organic layer was extracted with ether. The e... Reactants: CC(C)(C)OC(=O)NC1(C(=O)NC(C#N)Cc2ccc(I)cc2)CCOCC1, CC(=O)[O-], CC1(C)OB(c2ccc3c(c2)CNC3=O)OC1(C)C, CC#N, [K+], O. Product: CC(C)(C)OC(=O)NC1(C(=O)NC(C#N)Cc2ccc(-c3ccc4c(c3)CNC4=O)cc2)CCOCC1. Reaction SMILES: [C:1](#[N:2])[CH:3]([CH2:4][c:5]1[cH:6][cH:7][c:8]([I:11])[cH:9][cH:10]1)[NH:12][C:13](=[O:14])[C:15]1([NH:21][C:22]([O:23][C:24]([CH3:25])([CH3:26])[CH3:27])=[O:28])[CH2:16][CH2:17][O:18][CH2:19][CH2:20]1.[CH3:30][C:31](=[O:32])[O-:33].[CH3:34][C:35]1([CH3:36])[C:37]([CH3:38])([CH3:39])[O:40][B:41]([c:42]2[cH:43][c:44]3[c:48]([cH:49][cH:50]2)[C:47](=[O:51])[NH:46][CH2:45]3)[O:52]1.[CH3:53][C:54]#[N:55].[K+:29].[OH2:56]>>[C:1](#[N:2])[CH:3]([CH2:4][c:5]1[cH:6][cH:7][c:8](-[c:42]2[cH:43][c:44]3[c:48]([cH:49][cH:50]2)[C:47](=[O:51])[NH:46][CH2:45]3)[cH:9][cH:10]1)[NH:12][C:13](=[O:14])[C:15]1([NH:21][C:22]([O:23][C:24]([CH3:25])([CH3:26])[CH3:27])=[O:28])[CH2:16][CH2:17][O:18][CH2:19][CH2:20]1. Reactants: C1CNCCN1, CN(C)C=O, CSc1nn2c(Cl)cc(C(C)(C)C)nc2c1S(=O)(=O)c1ccccc1. Product: CSc1nn2c(N3CCNCC3)cc(C(C)(C)C)nc2c1S(=O)(=O)c1ccccc1. As a reaction SMILES: [CH2:1]1[CH2:2][NH:3][CH2:4][CH2:5][NH:6]1.[O:32]=[CH:33][N:34]([CH3:35])[CH3:36].[c:7]1([S:13](=[O:14])(=[O:15])[c:16]2[c:17]([S:30][CH3:31])[n:18][n:19]3[c:20]2[n:21][c:22]([C:26]([CH3:27])([CH3:28])[CH3:29])[cH:23][c:24]3[Cl:25])[cH:8][cH:9][cH:10][cH:11][cH:12]1>>[CH2:1]1[CH2:2][N:3]([c:24]2[n:19]3[n:18][c:17]([S:30][CH3:31])[c:16]([S:13]([c:7]4[cH:8][cH:9][cH:10][cH:11][cH:12]4)(=[O:14])=[O:15])[c:20]3[n:21][c:22]([C:26]([CH3:27])([CH3:28])[CH3:29])[cH:23]2)[CH2:4][CH2:5][NH:6]1. Reactants: COc1cc(OC)nc(Oc2cccc3c2C(=O)OC3C)n1, COc1ccc(P2(=S)SP(=S)(c3ccc(OC)cc3)S2)cc1, Cc1ccccc1C. Product: COc1cc(OC)nc(Oc2cccc3c2C(=S)OC3C)n1. RXN SMILES: [CH3:1][O:2][c:3]1[n:4][c:5]([O:11][c:12]2[cH:13][cH:14][cH:15][c:16]3[c:21]2[C:19](=[O:20])[O:18][CH:17]3[CH3:22])[n:6][c:7]([O:9][CH3:10])[cH:8]1.[CH3:23][O:24][c:25]1[cH:26][cH:27][c:28]([P:29]2(=[S:30])[S:31][P:33]([c:34]3[cH:35][cH:36][c:37]([O:38][CH3:39])[cH:40][cH:41]3)(=[S:42])[S:32]2)[cH:43][cH:44]1.[c:45]1([CH3:46])[c:47]([CH3:48])[cH:49][cH:50][cH:51][cH:52]1>>[CH3:1][O:2][c:3]1[n:4][c:5]([O:11][c:12]2[cH:13][cH:14][cH:15][c:16]3[c:21]2[C:19](=[S:32])[O:18][CH:17]3[CH3:22])[n:6][c:7]([O:9][CH3:10])[cH:8]1. Reactants: BrC1=CC(=C2C(=N1)N=C(N2)CC)C (5-bromo-2-ethyl-7-methylimidazo[4,5-b]pyridine), [H-].[Na+] (NaH), ice, C(C1=CC=CC=C1)Br (benzyl bromide). Solvent: CN(C)C=O (DMF). Run at time 16 hour. The product is C(C1=CC=CC=C1)N1C(=NC=2C1=NC(=CC2C)Br)CC (3-benzyl-5-bromo-2-ethyl-7-methylimidazo[4,5-b]pyridine). As a reaction SMILES: [Br:1][C:2]1[N:7]=[C:6]2[N:8]=[C:9]([CH2:11][CH3:12])[NH:10][C:5]2=[C:4]([CH3:13])[CH:3]=1.[H-].[Na+].[CH2:16](Br)[C:17]1[CH:22]=[CH:21][CH:20]=[CH:19][CH:18]=1>CN(C=O)C>[CH2:16]([N:8]1[C:6]2=[N:7][C:2]([Br:1])=[CH:3][C:4]([CH3:13])=[C:5]2[N:10]=[C:9]1[CH2:11][CH3:12])[C:17]1[CH:22]=[CH:21][CH:20]=[CH:19][CH:18]=1 |f:1.2|. Procedure: To a solution of 5-bromo-2-ethyl-7-methylimidazo[4,5-b]pyridine (10 g, 39 mmol) in DMF (70 mL) at room temperature was added NaH (1.3 g of an 80% dispersion, 43 mmol). After 20 min benzyl bromide (5.15 mL, 43 mmol) was added and the reaction was stirred for 16 h. The mixture was poured onto 500 g of ice and the solid residue was filtered, washed with water and air dried to afford 3-benzyl-5-bromo-2-ethyl-7-methylimidazo[4,5-b]pyridine. The reactants are CC=1N=CC2=CC=CC=C2C1 (3-methyl-isoquinoline), BrBr (bromine). The solvent is Br (hydrobromic acid), C(Cl)Cl (DCM), [OH-].[Na+] (NaOH). Reaction conditions: temperature 110 celsius. The product is BrC1=C(N=CC2=CC=CC=C12)C (4-Bromo-3-methyl-isoquinoline). Yield: 34.8%. RXN SMILES: [CH3:1][C:2]1[N:3]=[CH:4][C:5]2[C:10]([CH:11]=1)=[CH:9][CH:8]=[CH:7][CH:6]=2.[Br:12]Br>Br.C(Cl)Cl.[OH-].[Na+]>[Br:12][C:11]1[C:10]2[C:5](=[CH:6][CH:7]=[CH:8][CH:9]=2)[CH:4]=[N:3][C:2]=1[CH3:1] |f:4.5|. Reported procedure: In a 40 mL screw-top vial with a stirbar was added 3-methyl-isoquinoline (6.00 g, 41.9 mmol) in hydrobromic acid (6 mL), followed by the dropwise addition of bromine (2.2 mL, 42.7 mmol, 1.02 eq). The entire suspension was heated at 100-120° C. for 24 hr. The reaction mix was cooled and diluted with DCM (100 mL) and 1N NaOH added slowly to neutralize the reaction. The organic layer was collected and dried over Na2SO4 and concentrated to a dark orange oil. The crude reaction was purified using Bio... The reactants are C(C)(C)N1C=C2C[C@H]3N(C[C@@H](C[C@@H]3C=3C=CC=C1C32)C(=O)O)C ((8β)-1-isopropyl-6-methyl ergoline-8-carboxylic acid), C([O-])([O-])=O.[K+].[K+] (potassium carbonate), ice water, [OH-].[NH4+] (ammonium hydroxide), C1(CCCCC1)N (cyclohexylamine), ClC(=O)OCC(C)C (isobutyl chloroformate). Run in CN(C=O)C (N,N-dimethylformamide). Run at time 5 minute. The product is C1(CCCCC1)NC(=O)[C@H]1CN([C@@H]2CC3=CN(C4=CC=CC([C@H]2C1)=C34)C(C)C)C ((8β)-N-Cyclohexyl-1-isopropyl-6-methylergoline-8-carboxamide). Isolated yield 80.4%. Reaction SMILES: [CH:1]([N:4]1[C:18]2[C:19]3[C:6]([CH2:7][C@@H:8]4[C@@H:13]([C:14]=3[CH:15]=[CH:16][CH:17]=2)[CH2:12][C@@H:11]([C:20](O)=[O:21])[CH2:10][N:9]4[CH3:23])=[CH:5]1)([CH3:3])[CH3:2].C(=O)([O-])[O-].[K+].[K+].ClC(OCC(C)C)=O.[CH:38]1([NH2:44])[CH2:43][CH2:42][CH2:41][CH2:40][CH2:39]1.[OH-].[NH4+]>CN(C)C=O>[CH:38]1([NH:44][C:20]([C@@H:11]2[CH2:12][C@H:13]3[C@@H:8]([CH2:7][C:6]4[C:19]5[C:18](=[CH:17][CH:16]=[CH:15][C:14]3=5)[N:4]([CH:1]([CH3:3])[CH3:2])[CH:5]=4)[N:9]([CH3:23])[CH2:10]2)=[O:21])[CH2:43][CH2:42][CH2:41][CH2:40][CH2:39]1 |f:1.2.3,6.7|. Procedure: To a 250 ml three-neck round bottom flask was added 10.0 g (32.01 mmol) of (8β)-1-isopropyl-6-methyl ergoline-8-carboxylic acid, 4.43 g (32.1 mmol) of potassium carbonate and 200 ml of N,N-dimethylformamide. The mixture was refluxed and 25 ml of a distillate was collected. The remaining solution was cooled in an ice bath, and then with an acetonitrile/carbon dioxide bath which lowered the temperature of the reaction mixture to about -45° C. To this mixture was added 4.59 g (33.62 mmol) of isobut...